describe an organic reaction: reactants, conditions, products, and yield From a dataset of the Open Reaction Database (ORD), a public repository of structured organic reaction records. RXN SMILES: [CH3:19][C:20]#[N:21].[CH3:30][CH2:31][OH:32].[Cl:1][c:2]1[cH:3][c:4]([N+:16]([O-:17])=[O:18])[c:5]([O:9][CH2:10][C:11](=[O:12])[O:13][CH2:14][CH3:15])[cH:6][c:7]1[Cl:8].[OH2:22].[OH:23][C:24]([C:25]([F:26])([F:27])[F:28])=[O:29]>>[Cl:1][c:2]1[cH:3][c:4]2[c:5]([cH:6][c:7]1[Cl:8])[O:9][CH2:10][C:11](=[O:12])[NH:16]2. Product: O=C1COc2cc(Cl)c(Cl)cc2N1. The reactants are CC#N, CCO, CCOC(=O)COc1cc(Cl)c(Cl)cc1[N+](=O)[O-], O, O=C(O)C(F)(F)F. Starting materials: CN(/C=C/C(=O)C1=NN(C=CC1=O)C1=CC(=CC=C1)CN(C)C)C (3-((E)-3-Dimethylamino-acryloyl)-1-(3-dimethylaminomethyl-phenyl)-1H-pyridazin-4-one), FC1=C(C=CC=C1)NN (2-fluoro-phenylhydrazine). Product: CN(C)CC=1C=C(C=CC1)N1N=C(C(C=C1)=O)C=1N(N=CC1)C1=C(C=CC=C1)F (1-(3-Dimethylaminomethyl-phenyl)-3-[2-(2-fluoro-phenyl)-2H-pyrazol-3-yl]-1H-pyridazin-4-one). As a reaction SMILES: C[N:2](C)/[CH:3]=[CH:4]/[C:5]([C:7]1[C:12](=[O:13])[CH:11]=[CH:10][N:9]([C:14]2[CH:19]=[CH:18][CH:17]=[C:16]([CH2:20][N:21]([CH3:23])[CH3:22])[CH:15]=2)[N:8]=1)=O.[F:25][C:26]1[CH:31]=[CH:30][CH:29]=[CH:28][C:27]=1[NH:32]N>>[CH3:22][N:21]([CH2:20][C:16]1[CH:15]=[C:14]([N:9]2[CH:10]=[CH:11][C:12](=[O:13])[C:7]([C:5]3[N:32]([C:27]4[CH:28]=[CH:29][CH:30]=[CH:31][C:26]=4[F:25])[N:2]=[CH:3][CH:4]=3)=[N:8]2)[CH:19]=[CH:18][CH:17]=1)[CH3:23]. Procedure: The product was obtained starting from 3-((E)-3-Dimethylamino-acryloyl)-1-(3-dimethylaminomethyl-phenyl)-1H-pyridazin-4-one (A-25) and 2-fluoro-phenylhydrazine according to the method described for example 91. MS: M=390.1 (M+H)+ Reactants: Cc1c(C(=O)NNC(C)(C)C)ccc2c1CCCO2, Cc1c(C(=O)N(N)C(C)(C)C)ccc2c1CCCO2, Cl, O. Yields the product Cc1c(C(=O)O)ccc2c1CCCO2. As a reaction SMILES: [CH3:1][c:2]1[c:3]2[c:8]([cH:9][cH:10][c:11]1[C:12](=[O:13])[NH:14][NH:15][C:16]([CH3:17])([CH3:18])[CH3:19])[O:7][CH2:6][CH2:5][CH2:4]2.[CH3:20][c:21]1[c:22]([C:23]([N:24]([C:25]([CH3:27])([CH3:28])[CH3:29])[NH2:30])=[O:31])[cH:32][cH:33][c:34]2[c:35]1[CH2:36][CH2:37][CH2:38][O:26]2.[ClH:39].[OH2:40]>>[CH3:1][c:2]1[c:3]2[c:8]([cH:9][cH:10][c:11]1[C:12]([OH:13])=[O:26])[O:7][CH2:6][CH2:5][CH2:4]2. Reactants: ClC1=CC(=C(CN2N=CC3=CC(=CC=C23)C=C2C(N=C(S2)SCCC)=O)C=C1)C(F)(F)F (5-[1-(4-Chloro-2-trifluoromethyl-benzyl)-1H-indazol-5-ylmethylene]-2-propylsulfanyl-thiazol-4-one), N1(C=NC=C1)C1CCNCC1 (4-Imidazol-1-yl-piperidine). Yields the product ClC1=CC(=C(CN2N=CC3=CC(=CC=C23)C=C2C(N=C(S2)N2CCC(CC2)N2C=NC=C2)=O)C=C1)C(F)(F)F (5-[1-(4-Chloro-2-trifluoromethyl-benzyl)-1H-indazol-5-ylmethylene]-2-(4-imidazol-1-yl-piperidin-1-yl)-thiazol-4-one). RXN SMILES: [Cl:1][C:2]1[CH:28]=[CH:27][C:5]([CH2:6][N:7]2[C:15]3[C:10](=[CH:11][C:12]([CH:16]=[C:17]4[S:21][C:20](SCCC)=[N:19][C:18]4=[O:26])=[CH:13][CH:14]=3)[CH:9]=[N:8]2)=[C:4]([C:29]([F:32])([F:31])[F:30])[CH:3]=1.[N:33]1([CH:38]2[CH2:43][CH2:42][NH:41][CH2:40][CH2:39]2)[CH:37]=[CH:36][N:35]=[CH:34]1>>[Cl:1][C:2]1[CH:28]=[CH:27][C:5]([CH2:6][N:7]2[C:15]3[C:10](=[CH:11][C:12]([CH:16]=[C:17]4[S:21][C:20]([N:41]5[CH2:40][CH2:39][CH:38]([N:33]6[CH:37]=[CH:36][N:35]=[CH:34]6)[CH2:43][CH2:42]5)=[N:19][C:18]4=[O:26])=[CH:13][CH:14]=3)[CH:9]=[N:8]2)=[C:4]([C:29]([F:32])([F:30])[F:31])[CH:3]=1. Procedure: 5-[1-(4-Chloro-2-trifluoromethyl-benzyl)-1H-indazol-5-ylmethylene]-2-(4-imidazol-1-yl-piperidin-1-yl)-thiazol-4-one was prepared from 5-[1-(4-Chloro-2-trifluoromethyl-benzyl)-1H-indazol-5-ylmethylene]-2-propylsulfanyl-thiazol-4-one and 4-Imidazol-1-yl-piperidine following General Procedure B. Starting materials: C1CCOC1, CCOC(=O)Cl, CCC1=C(O)C(=O)NC1=O, c1ccncc1. Yields the product CCC1=CC(=O)NC1=O, CCOC(=O)O. Reaction SMILES: [CH2:23]1[O:24][CH2:25][CH2:26][CH2:27]1.[Cl:17][C:18](=[O:19])[O:20][CH2:21][CH3:22].[OH:1][C:2]1=[C:3]([CH2:9][CH3:10])[C:4](=[O:5])[NH:6][C:7]1=[O:8].[cH:11]1[cH:12][cH:13][n:14][cH:15][cH:16]1>>[CH:2]1=[C:3]([CH2:9][CH3:10])[C:4](=[O:5])[NH:6][C:7]1=[O:8].[O:1]=[C:18]([OH:19])[O:20][CH2:21][CH3:22]. The reactants are N(N)C1=NC=CC=C1 (2-hydrazinopyridine), solid, N(=C=S)C(C(=O)OC)(C)C1=CC=CC=C1 (methyl 2-isothiocyanato-2-phenylpropionate), C(C)(=O)O (acetic acid), O (water). Run in O1CCCC1 (tetrahydrofuran), O1CCCC1 (tetrahydrofuran). Conditions: temperature 5 celsius, time 0.5 hour. Product: CC1(C(N(C(N1)=S)NC1=NC=CC=C1)=O)C1=CC=CC=C1 (5-methyl-5-phenyl-3-(2-pyridylamino)-2-thiohydantoin). Yield: 59.6%. Reaction SMILES: [N:1]([C:4]([C:10]1[CH:15]=[CH:14][CH:13]=[CH:12][CH:11]=1)([CH3:9])[C:5]([O:7]C)=O)=[C:2]=[S:3].[NH:16]([C:18]1[CH:23]=[CH:22][CH:21]=[CH:20][N:19]=1)[NH2:17].O.C(O)(=O)C>O1CCCC1>[CH3:9][C:4]1([C:10]2[CH:15]=[CH:14][CH:13]=[CH:12][CH:11]=2)[NH:1][C:2](=[S:3])[N:17]([NH:16][C:18]2[CH:23]=[CH:22][CH:21]=[CH:20][N:19]=2)[C:5]1=[O:7]. Procedure details: 2 g (9 mmol) of methyl 2-isothiocyanato-2-phenylpropionate are dissolved in 30 ml of tetrahydrofuran. A solution containing 0.99 g of 2-hydrazinopyridine and 10 ml of tetrahydrofuran is added: the temperature of the mixture rises from 20° to 30° C. and a solid precipitates. The mixture is allowed to met for 0.5 hour at 30° C. and then is cooled to 5° C. A solution containing 1 g of potassium tert-butoxide and 10 ml of tetrahydrofuran is then added: the mixture becomes violet in color. The mixtur... Reactants: FC1=C(C=C(CC=2C(=C(C(=C(C(=O)OC)C2)C=C)C)C)C=C1)OC (methyl 5-(4-fluoro-3-methoxybenzyl)-3,4-dimethyl-2-vinylbenzoate), CC(=O)C (acetone), C(C)#N (acetonitrile), I(=O)(=O)(=O)[O-].[Na+] (sodium periodate). Reagents/catalysts: [Os]=O (osmium oxide), [Os]=O (osmium oxide). Solvent: O (water). Run at time 2.5 day. Yields the product FC1=C(C=C(CC=2C(=C(C(=C(C(=O)OC)C2)C=O)C)C)C=C1)OC (methyl 5-(4-fluoro-3-methoxybenzyl)-2-formyl-3,4-dimethylbenzoate). As a reaction SMILES: [F:1][C:2]1[CH:22]=[CH:21][C:5]([CH2:6][C:7]2[C:8]([CH3:20])=[C:9]([CH3:19])[C:10]([CH:17]=C)=[C:11]([CH:16]=2)[C:12]([O:14][CH3:15])=[O:13])=[CH:4][C:3]=1[O:23][CH3:24].CC(C)=[O:27].C(#N)C.I([O-])(=O)(=O)=O.[Na+]>[Os]=O.O>[F:1][C:2]1[CH:22]=[CH:21][C:5]([CH2:6][C:7]2[C:8]([CH3:20])=[C:9]([CH3:19])[C:10]([CH:17]=[O:27])=[C:11]([CH:16]=2)[C:12]([O:14][CH3:15])=[O:13])=[CH:4][C:3]=1[O:23][CH3:24] |f:3.4|. Reported procedure: To a solution of methyl 5-(4-fluoro-3-methoxybenzyl)-3,4-dimethyl-2-vinylbenzoate (0.39 g) in a mixed solvent of acetone (9.00 mL)-acetonitrile (9.00 mL)-water (9.00 mL) were added osmium oxide (fixed catalyst I) (0.15 g) and sodium periodate (1.27 g), and the mixture was stirred at room temperature for 2.5 days. The reaction mixture was filtered, and the filtrate was extracted with ethyl acetate. The organic layer was washed with saturated brine, and dried over anhydrous magnesium sulfate to gi...